From a dataset of the Open Reaction Database (ORD), a public repository of structured organic reaction records. describe an organic reaction: reactants, conditions, products, and yield Starting materials: C(C)(C)(C)NCCC#N (3-(t-butylamino)propionitrile), C1(=CC=CC=C1)C=1N=CN(C1C1=CC=CC=C1)CC(=O)OCC (ethyl 4,5-diphenyl-1H-imidazole-1-acetate), C(C)(C)(C)NCCCN (3-(t-butylamino)propylamine), [H-].[H-].[H-].[H-].[Li+].[Al+3] (LAH). Solvent: O (water), C1CCOC1 (THF), C(Cl)Cl (methylene chloride). Reaction conditions: temperature 100 celsius. The product is CC(C)(C)NCCCNC(CN1C=NC(=C1C1=CC=CC=C1)C1=CC=CC=C1)=O (N-[3-[(1,1-Dimethylethyl)amino]propyl]-4,5-diphenyl-1H-imidazole-1-acetamide). Yield: 50.1%. RXN SMILES: [C:1]1([C:7]2[N:8]=[CH:9][N:10]([CH2:18][C:19]([O:21]CC)=O)[C:11]=2[C:12]2[CH:17]=[CH:16][CH:15]=[CH:14][CH:13]=2)[CH:6]=[CH:5][CH:4]=[CH:3][CH:2]=1.[C:24]([NH:28][CH2:29][CH2:30][CH2:31][NH2:32])([CH3:27])([CH3:26])[CH3:25].[H-].[H-].[H-].[H-].[Li+].[Al+3].C(NCCC#N)(C)(C)C>C1COCC1.C(Cl)Cl.O>[CH3:25][C:24]([NH:28][CH2:29][CH2:30][CH2:31][NH:32][C:19](=[O:21])[CH2:18][N:10]1[C:11]([C:12]2[CH:17]=[CH:16][CH:15]=[CH:14][CH:13]=2)=[C:7]([C:1]2[CH:2]=[CH:3][CH:4]=[CH:5][CH:6]=2)[N:8]=[CH:9]1)([CH3:27])[CH3:26] |f:2.3.4.5.6.7|. Procedure details: A mixture of 7.0 g (23 mmol) of ethyl 4,5-diphenyl-1H-imidazole-1-acetate of example 1 and 4.5 g (34.6 mmol) of 3-(t-butylamino)propylamine, conveniently made by LAH reduction of 3-(t-butylamino)propionitrile in THF, was heated at 100° C. for 8 hr. The residue was distributed between water and methylene chloride, and the methylene chloride layer was dried over MgSO4 and stripped. The residue was recrystallized from ether and then cyclohexane to yield 4.5 g of product, mp 94°-96° C. Reactants: NCC=1C(=C(C(=CC1)Cl)OC=1C=C(C#N)C=C(C1)OC)F (3-{[3-(aminomethyl)-6-chloro-2-fluorophenyl]oxy}-5-(methyloxy)benzonitrile), ClC=1N=CN(C1C(=O)O)COCC[Si](C)(C)C (4-chloro-1-({[2-(trimethylsilyl)ethyl]oxy}methyl)-1H-imidazole-5-carboxylic acid). Product: ClC=1N=CNC1C(=O)NCC1=C(C(=C(C=C1)Cl)OC1=CC(=CC(=C1)OC)C#N)F (4-chloro-N-[(4-chloro-3-{[3-cyano-5-(methyloxy)phenyl]oxy}-2-fluorophenyl)methyl]-1H-imidazole-5-carboxamide). Yield: 73.5%. RXN SMILES: [NH2:1][CH2:2][C:3]1[C:4]([F:21])=[C:5]([O:10][C:11]2[CH:12]=[C:13]([CH:16]=[C:17]([O:19][CH3:20])[CH:18]=2)[C:14]#[N:15])[C:6]([Cl:9])=[CH:7][CH:8]=1.[Cl:22][C:23]1[N:24]=[CH:25][N:26](COCC[Si](C)(C)C)[C:27]=1[C:28](O)=[O:29]>>[Cl:22][C:23]1[N:24]=[CH:25][NH:26][C:27]=1[C:28]([NH:1][CH2:2][C:3]1[CH:8]=[CH:7][C:6]([Cl:9])=[C:5]([O:10][C:11]2[CH:18]=[C:17]([O:19][CH3:20])[CH:16]=[C:13]([C:14]#[N:15])[CH:12]=2)[C:4]=1[F:21])=[O:29]. Reported procedure: 3-{[3-(aminomethyl)-6-chloro-2-fluorophenyl]oxy}-5-(methyloxy)benzonitrile (0.30 mmol) and 4-chloro-1-({[2-(trimethylsilyl)ethyl]oxy}methyl)-1H-imidazole-5-carboxylic acid (0.083 g, 0.30 mmol) were employed in a similar process described herein to prepare the title compound (0.096 g, 74%) as a white solid after deprotection and purification by Reverse-Phase HPLC (water:acetonitrile with 0.1% TFA). 1H NMR (400 MHz, METHANOL-d4) δ ppm 7.74 (s, 1H) 7.29-7.46 (m, 2H) 7.04 (s, 1H) 6.69-6.83 (m, 2H) 4...